From a dataset of the Open Reaction Database (ORD), a public repository of structured organic reaction records. describe an organic reaction: reactants, conditions, products, and yield Starting materials: C(C1=CC=CC=C1)(=O)OCC (ethyl benzoate), O.NN (hydrazine hydrate). Run in C(C)O (ethanol). Conditions: time 30 minute. Product: C(C1=CC=CC=C1)(=O)NN (benzoyl hydrazine). RXN SMILES: [C:1]([O:9]CC)(=O)[C:2]1[CH:7]=[CH:6][CH:5]=[CH:4][CH:3]=1.O.[NH2:13][NH2:14]>C(O)C>[C:1]([NH:13][NH2:14])(=[O:9])[C:2]1[CH:7]=[CH:6][CH:5]=[CH:4][CH:3]=1 |f:1.2|. Procedure: To a 100 ml 3-neck flask were added 40 ml of ethanol and 6 g of ethyl benzoate, to which 12.5 g of 85% hydrazine hydrate was added slowly and dropwise with stirring. After the addition was completed, the mixture was heated under reflux for 8 hours and then cooled to room temperature. The solvent was distilled under reduced pressure and water was added. The solid was precipitated. The mixture was allowed to stand for 30 min until the solid was fully precipitated, which was filtrated and washed wi...